Dataset: the Open Reaction Database (ORD), a public repository of structured organic reaction records. Task: describe an organic reaction: reactants, conditions, products, and yield The reactants are CCCP1(=O)OP(=O)(OP(=O)(O1)CCC)CCC (1-propanephosphonic acid cyclic anhydride), C1(=CC=CC=C1)C=1N=C2N(C=CC(=N2)N)C1 (2-Phenyl-imidazo[1,2-a]pyrimidin-7-ylamine), C(C)OC(=O)C1=NN(C=C1C(=O)O)C (1-methyl-1H-pyrazole-3,4-dicarboxylic acid 3-ethyl ester), C(C)C(C)N(C(C)C)C(C)C (ethyldiisopropylethylamine). Solvent: C(C)(=O)OCC (ethyl acetate), C(C)(=O)OCC (ethyl acetate). Reaction conditions: temperature 0 celsius, time 30 minute. The product is C(C)OC(=O)C1=NN(C=C1C(NC1=NC=2N(C=C1)C=C(N2)C2=CC=CC=C2)=O)C (1-Methyl-4-(2-phenyl-imidazo[1,2-a]pyrimidin-7-ylcarbamoyl)-1H-pyrazole-3-carboxylic acid ethyl ester). Isolated yield 29.7%. As a reaction SMILES: CCCP1(OP(CCC)(=O)OP(CCC)(=O)O1)=O.[C:19]1([C:25]2[N:26]=[C:27]3[N:32]=[C:31]([NH2:33])[CH:30]=[CH:29][N:28]3[CH:34]=2)[CH:24]=[CH:23][CH:22]=[CH:21][CH:20]=1.[CH2:35]([O:37][C:38]([C:40]1[C:44]([C:45](O)=[O:46])=[CH:43][N:42]([CH3:48])[N:41]=1)=[O:39])[CH3:36].C(C(N(C(C)C)C(C)C)C)C>C(OCC)(=O)C>[CH2:35]([O:37][C:38]([C:40]1[C:44]([C:45](=[O:46])[NH:33][C:31]2[CH:30]=[CH:29][N:28]3[CH:34]=[C:25]([C:19]4[CH:20]=[CH:21][CH:22]=[CH:23][CH:24]=4)[N:26]=[C:27]3[N:32]=2)=[CH:43][N:42]([CH3:48])[N:41]=1)=[O:39])[CH3:36]. Procedure details: At 0° C., propylphosphonic acid anhydride (1-propanephosphonic acid cyclic anhydride, 50% in ethyl acetate, 7.4 ml, 2.5 eq.) was added slowly to a solution of 2-phenylimidazo[1,2-a]pyrimidin-7-amine (example 1, step 1, 1.27 g, 6 mmol), 1-methyl-1H-pyrazole-3,4-dicarboxylic acid 3-ethyl ester (1.00 g, 5 mmol), and ethyldiisopropylethylamine (2.0 ml, 15 mmol) in ethyl acetate (20 ml). The mixture was stirred for 30 min at 0° C., and subsequently at RT for 48 h. The mixture was taken up in ethyl ac... The reactants are S(O)(O)(=O)=O (sulfuric acid), NC1=NC=C(C#N)C(=C1)Cl (6-Amino-4-chloronicotinonitrile), O (water). Run in C([O-])(O)=O.[Na+] (sodium bicarbonate). Run at temperature 100 celsius. The product is NC1=NC=C(C(=O)O)C(=C1)Cl (6-Amino-4-chloronicotinic acid). Reaction SMILES: S(=O)(=O)(O)[OH:2].[NH2:6][C:7]1[CH:14]=[C:13]([Cl:15])[C:10]([C:11]#N)=[CH:9][N:8]=1.[OH2:16]>C(=O)(O)[O-].[Na+]>[NH2:6][C:7]1[CH:14]=[C:13]([Cl:15])[C:10]([C:11]([OH:2])=[O:16])=[CH:9][N:8]=1 |f:3.4|. Procedure: Concentrated sulfuric acid (98%, 0.5 mL) was added dropwise to a stirred suspension of compound iii (0.020 g, 0.130 mmol) in water (1 mL). The reaction mixture was heated to 100° C. for 18 h, cooled to room temperature and added dropwise to a slurry of ice in saturated sodium bicarbonate solution (2 mL). The pH after addition was pH-2. The resulting precipitate was filtered, washed with water (2 mL) and air-dried to give compound iv. (0.019 g, 0.110 mmol, 84%) as a colourless powder, [M+H]+ m/z=... Reactants: CC(=O)N1CCC(=O)CC1, CO, Cl, NO, [Na+], [Na+], O=C([O-])[O-]. Reaction SMILES: [C:1]([CH3:2])(=[O:3])[N:4]1[CH2:5][CH2:6][C:7](=[O:10])[CH2:8][CH2:9]1.[CH3:20][OH:21].[ClH:11].[NH2:12][OH:13].[Na+:14].[Na+:15].[O-:16][C:17](=[O:18])[O-:19]>>[C:1]([CH3:2])(=[O:3])[N:4]1[CH2:5][CH2:6][C:7](=[N:12][OH:13])[CH2:8][CH2:9]1. Yields the product CC(=O)N1CCC(=NO)CC1. The reactants are [C@@H]1(C[C@H](O)[C@@H](CO)O1)N1C(=O)NC(=O)C(C)=C1 (thymidine), NC1=NC(=C2N=CNC2=N1)NCCC (2-Amino-6-propylamino-9H-purine), Purine nucleoside, F[C@H]1C[C@@H](O[C@@H]1CO)N1C(=O)NC(=O)C=C1 (2',3'-dideoxy-3'-fluorouridine), [N-]=[N+]=[N-].[K+] (potassium azide). Solvent: CO (MeOH), P(=O)([O-])([O-])[O-].[K+].[K+].[K+] (potassium phosphate). Conditions: temperature 45 celsius, time 5 day. Product: NC1=NC(=C2N=CN(C2=N1)[C@H]1C[C@@H]([C@H](O1)CO)F)NCCC (2-amino-9-(2,3-dideoxy-3-fluoro-β-D-erythro-pentofuranosyl)-6-(propylamino)-9H-purine). The yield is 11.7%. As a reaction SMILES: [NH2:1][C:2]1[N:10]=[C:9]2[C:5]([N:6]=[CH:7][NH:8]2)=[C:4]([NH:11][CH2:12][CH2:13][CH3:14])[N:3]=1.[F:15][C@@H:16]1[C@@H:20]([CH2:21][OH:22])[O:19][C@@H:18](N2C=CC(=O)NC2=O)[CH2:17]1.[N-]=[N+]=[N-].[K+].[C@@H]1(N2C=C(C)C(=O)NC2=O)O[C@H](CO)[C@@H](O)C1>P([O-])([O-])([O-])=O.[K+].[K+].[K+].CO>[NH2:1][C:2]1[N:10]=[C:9]2[C:5]([N:6]=[CH:7][N:8]2[C@@H:18]2[O:19][C@H:20]([CH2:21][OH:22])[C@@H:16]([F:15])[CH2:17]2)=[C:4]([NH:11][CH2:12][CH2:13][CH3:14])[N:3]=1 |f:2.3,5.6.7.8|. Procedure details: 2-Amino-6-propylamino-9H-purine (0.50 g, 2.6 mmoles) and 2',3'-dideoxy-3'-fluorouridine (0.50 g, 2.2 mmoles) were suspended in 50 ml, 10 mM potassium phosphate buffer, pH 7.0, containing 0.04% potassium azide. Purine nucleoside phosphorylase (1120 I.U.) and thymidine phosphorylase (10,000 I.U.) (Krenitsky et al., Biochemistry, 20, 3615 (1981) and U.S. Pat. No. 4,381,344) immobilized on DEAE cellulose was added to the reaction and the suspension was stirred at 45° C. After 5 days, 192 ml MeOH was... Starting materials: COC1=CC2=C(C=C1[N+](=O)[O-])C1=C(CNCC1)C(O2)=O (1,2,3,4-tetrahydro-8-methoxy-9-nitro-5H-[1]benzopyrano[3,4-c]pyridin-5-one), ClCC(C)=O (1-chloro-2-propanone). Product: COC1=CC2=C(C=C1[N+](=O)[O-])C1=C(CN(CC1)CC(C)=O)C(O2)=O (1,2,3,4-Tetrahydro-8-methoxy-9-nitro-3-(2-oxopropyl)-5H-[1]benzo-pyrano[3,4-c]pyridin-5-one). The yield is 85.8%. As a reaction SMILES: [CH3:1][O:2][C:3]1[C:8]([N+:9]([O-:11])=[O:10])=[CH:7][C:6]2[C:12]3[CH2:17][CH2:16][NH:15][CH2:14][C:13]=3[C:18](=[O:20])[O:19][C:5]=2[CH:4]=1.Cl[CH2:22][C:23](=[O:25])[CH3:24]>>[CH3:1][O:2][C:3]1[C:8]([N+:9]([O-:11])=[O:10])=[CH:7][C:6]2[C:12]3[CH2:17][CH2:16][N:15]([CH2:22][C:23](=[O:25])[CH3:24])[CH2:14][C:13]=3[C:18](=[O:20])[O:19][C:5]=2[CH:4]=1. Reported procedure: Prepared by the method described for Example 26 from 1,2,3,4-tetrahydro-8-methoxy-9-nitro-5H-[1]benzopyrano[3,4-c]pyridin-5-one (5.52 g, 0.02 moles) and 1-chloro-2-propanone (3.5 g, 0.038 moles). Recrystallization from methanol gave the product (5.7 g), mp 222°-225° C. Reactants: [Cl-].[Cl-].CC1([N-]C(CCC1)(C)C)C.[Mg+2].[Li+] (lithium magnesium 2,2,6,6-tetramethylpiperidin-1-ide dichloride), C1(CCCC1)C=O (cyclopentanecarbaldehyde), ClC=1C=C(C=NC1)C1=NC(=CC2=C1N(C=N2)C[C@@H]2CC[C@H](CC2)C)C#N (4-(5-chloropyridin-3-yl)-3-((trans-4-methylcyclohexyl)methyl)-3H-imidazo[4,5-c]pyridine-6-carbonitrile), product. Solvent: C1CCOC1 (THF), C1CCOC1 (THF). Reaction conditions: temperature -78 celsius, time 45 minute. The product is ClC=1C=C(C=NC1)C1=NC(=CC2=C1N(C(=N2)C(O)C2CCCC2)C[C@@H]2CC[C@H](CC2)C)C#N (4-(5-chloropyridin-3-yl)-2-(cyclopentyl(hydroxy)methyl)-3-((trans-4-methylcyclohexyl)methyl)-3H-imidazo[4,5-c]pyridine-6-carbonitrile). Reaction SMILES: [Cl:1][C:2]1[CH:3]=[C:4]([C:8]2[C:13]3[N:14]([CH2:17][C@H:18]4[CH2:23][CH2:22][C@H:21]([CH3:24])[CH2:20][CH2:19]4)[CH:15]=[N:16][C:12]=3[CH:11]=[C:10]([C:25]#[N:26])[N:9]=2)[CH:5]=[N:6][CH:7]=1.[Cl-].[Cl-].CC1(C)CCCC(C)(C)[N-]1.[Mg+2].[Li+].[CH:41]1([CH:46]=[O:47])[CH2:45][CH2:44][CH2:43][CH2:42]1>C1COCC1>[Cl:1][C:2]1[CH:3]=[C:4]([C:8]2[C:13]3[N:14]([CH2:17][C@H:18]4[CH2:23][CH2:22][C@H:21]([CH3:24])[CH2:20][CH2:19]4)[C:15]([CH:46]([CH:41]4[CH2:45][CH2:44][CH2:43][CH2:42]4)[OH:47])=[N:16][C:12]=3[CH:11]=[C:10]([C:25]#[N:26])[N:9]=2)[CH:5]=[N:6][CH:7]=1 |f:1.2.3.4.5|. Procedure: 4-(5-chloropyridin-3-yl)-3-((trans-4-methylcyclohexyl)methyl)-3H-imidazo[4,5-c]pyridine-6-carbonitrile (product of Step 2, Preparative Example 3.1) (500 mg, 1.367 mmol) was dissolved in THF (13.7 mL) and cooled to −78° C. in a flask under nitrogen before adding lithium magnesium 2,2,6,6-tetramethylpiperidin-1-ide dichloride, 1.0 M in THF (3.01 mL, 3.01 mmol). After stirring at −78° C. for 45 minutes, cyclopentanecarbaldehyde (321 μL, 3.01 mmol) was added, and the reaction was allowed to stir at ...